This data is from the Open Reaction Database (ORD), a public repository of structured organic reaction records. The task is: describe an organic reaction: reactants, conditions, products, and yield Starting materials: [Al+3], C1CCOC1, [H-], [H-], [H-], [H-], [Li+], N#CCC(c1ccccc1)c1ccc2cc[nH]c2c1. Product: NCCC(c1ccccc1)c1ccc2cc[nH]c2c1. Reaction SMILES: [Al+3:21].[CH2:26]1[O:27][CH2:28][CH2:29][CH2:30]1.[H-:20].[H-:23].[H-:24].[H-:25].[Li+:22].[nH:1]1[cH:2][cH:3][c:4]2[cH:5][cH:6][c:7]([CH:10]([CH2:11][C:12]#[N:13])[c:14]3[cH:15][cH:16][cH:17][cH:18][cH:19]3)[cH:8][c:9]12>>[nH:1]1[cH:2][cH:3][c:4]2[cH:5][cH:6][c:7]([CH:10]([CH2:11][CH2:12][NH2:13])[c:14]3[cH:15][cH:16][cH:17][cH:18][cH:19]3)[cH:8][c:9]12.